From a dataset of the Open Reaction Database (ORD), a public repository of structured organic reaction records. describe an organic reaction: reactants, conditions, products, and yield The reactants are ClCS(=O)(=O)NC=1C=C2C=CN=CC2=CC1 (1-chloro-N-(isoquinolin-6-yl)methanesulfonamide), NC=1C=C(C(=O)NC)C=CC1 (3-amino-N-methylbenzamide). Solvent: CO (MeOH). Conditions: temperature 60 celsius, time 3 hour. The product is N (NH3), CNC(C1=CC=CC=C1)=O (N-methylbenzamide). The yield is 2.0%. Reaction SMILES: ClCS([NH:6]C1C=C2C(=CC=1)C=NC=C2)(=O)=O.N[C:18]1[CH:19]=[C:20]([CH:25]=[CH:26][CH:27]=1)[C:21]([NH:23][CH3:24])=[O:22]>CO>[NH3:6].[CH3:24][NH:23][C:21](=[O:22])[C:20]1[CH:25]=[CH:26][CH:27]=[CH:18][CH:19]=1. Reported procedure: To 1-chloro-N-(isoquinolin-6-yl)methanesulfonamide in MeOH is added KI and the solution is heated to 60° C. for 40 minutes. The mixture is cooled to 45° C. and 3-amino-N-methylbenzamide is added and stirred at 45° C. After 2-4 hours or when TLC indicated completion of the reaction, the solvents are evaporated and the residue is taken up in EtOAc and extracted with NaHCO3 (sat). The organics are dried (Na2SO4), filtered and evaporated. Flash chromatography (SiO2, 2% NH3(2M) in MeOH/3% MeOH/CH2Cl2... The reactants are [Cl-].CNOC (N,O-dimethylhydroxylamine chloride), C(=O)([O-])[O-].[Na+].[Na+] (Na2CO3), acid chloride, COC1=CC=C2C=CC=C(C2=C1)C=CC(=O)O (3-(7-Methoxy-1-naphthyl)-2-propenoic Acid), C(C(=O)Cl)(=O)Cl (oxalyl chloride). Solvent: C(Cl)Cl.O (CH2Cl2 H2O). Product: CON(C(C=CC1=CC=CC2=CC=C(C=C12)OC)=O)C (N-Methoxy-N-methyl-3-(7-methoxy-1-naphthyl)-2-propenamide). Reaction SMILES: [CH3:1][O:2][C:3]1[CH:12]=[C:11]2[C:6]([CH:7]=[CH:8][CH:9]=[C:10]2[CH:13]=[CH:14][C:15]([OH:17])=O)=[CH:5][CH:4]=1.C(Cl)(=O)C(Cl)=O.[Cl-].[CH3:25][NH:26][O:27][CH3:28].C([O-])([O-])=O.[Na+].[Na+]>C(Cl)Cl.O>[CH3:28][O:27][N:26]([CH3:25])[C:15](=[O:17])[CH:14]=[CH:13][C:10]1[C:11]2[C:6](=[CH:5][CH:4]=[C:3]([O:2][CH3:1])[CH:12]=2)[CH:7]=[CH:8][CH:9]=1 |f:2.3,4.5.6,7.8|. Reported procedure: The acid chloride obtained starting from 6.5 g (28.5 mmol) of the acid obtained in Step E and 5 ml of oxalyl chloride are added dropwise to a suspension of N,O-dimethylhydroxylamine chloride (5.6 g) in a mixture of CH2Cl2/H2O in the presence of 3 g of Na2CO3. The protected acid is obtained in the form of a pale yellow solid. Reactants: C(=O)([O-])[O-].[Na+].[Na+] (Na2CO3), O1CCOC2=C1C=CC(=C2)N2C(O[C@@H](C2)CO)=O ((S)-3-(2,3-dihydro-benzo[1,4]dioxin-6-yl)-5-hydroxymethyl-oxazolidin-2-one), C(C)(=O)OC=1C(=C(C=CC1)I)OC(C)=O (diacetoxyiodobenzene), CC1(CCCC(N1[O])(C)C)C (TEMPO). The solvent is CC(OCC)=O (EA), O.CC#N (water MeCN). Reaction conditions: temperature 0 celsius, time 8 hour. Product: O1CCOC2=C1C=CC(=C2)N2C(O[C@@H](C2)C(=O)O)=O ((S)-3-(2,3-dihydro-benzo[1,4]dioxin-6-yl)-2-oxo-oxazolidine-5-carboxylic acid). Yield: 81.5%. As a reaction SMILES: [O:1]1[C:6]2[CH:7]=[CH:8][C:9]([N:11]3[CH2:15][C@@H:14]([CH2:16][OH:17])[O:13][C:12]3=[O:18])=[CH:10][C:5]=2[O:4][CH2:3][CH2:2]1.C(OC1C(OC(=O)C)=C(I)C=CC=1)(=[O:21])C.CC1(C)N([O])C(C)(C)CCC1.C([O-])([O-])=O.[Na+].[Na+]>CC(=O)OCC.O.CC#N>[O:1]1[C:6]2[CH:7]=[CH:8][C:9]([N:11]3[CH2:15][C@@H:14]([C:16]([OH:21])=[O:17])[O:13][C:12]3=[O:18])=[CH:10][C:5]=2[O:4][CH2:3][CH2:2]1 |f:3.4.5,7.8,^1:37|. Procedure details: To a solution of (S)-3-(2,3-dihydro-benzo[1,4]dioxin-6-yl)-5-hydroxymethyl-oxazolidin-2-one (985 mg, 3.92 mmol) in 1:1 water/MeCN (20 mL) cooled to 0° C. was added diacetoxyiodobenzene (2.83 g, 2.2 eq.) and TEMPO (122 mg, 0.2 eq). The mixture was stirred at 0° C. for 30 min and at rt overnight. EA and sat. Na2CO3 were added and the phases were separated. The aq. layer was washed once more with EA and then carefully acidified with 1M HCl. The water phase was then extracted twice with EA. The comb... The product is COc1cccc([N+](=O)[O-])c1N1CCCN(C(=O)OC(C)(C)C)CC1. RXN SMILES: [Br:15][c:16]1[c:17]([O:25][CH3:26])[cH:18][cH:19][cH:20][c:21]1[N+:22](=[O:23])[O-:24].[C:1](=[O:2])([O:3][C:4]([CH3:5])([CH3:6])[CH3:7])[N:8]1[CH2:9][CH2:10][NH:11][CH2:12][CH2:13][CH2:14]1.[C:27](=[O:28])([O-:29])[O-:30].[CH3:33][CH2:34][O:35][C:36](=[O:37])[CH3:38].[Cs+:31].[Cs+:32].[O:39]=[CH:40][N:41]([CH3:42])[CH3:43].[OH2:44]>>[C:1](=[O:2])([O:3][C:4]([CH3:5])([CH3:6])[CH3:7])[N:8]1[CH2:9][CH2:10][N:11]([c:16]2[c:17]([O:25][CH3:26])[cH:18][cH:19][cH:20][c:21]2[N+:22](=[O:23])[O-:24])[CH2:12][CH2:13][CH2:14]1. Starting materials: COc1cccc([N+](=O)[O-])c1Br, CC(C)(C)OC(=O)N1CCCNCC1, O=C([O-])[O-], CCOC(C)=O, [Cs+], [Cs+], CN(C)C=O, O. Reactants: CC1=C(C=CC=2OCCOC21)C=O (5-methyl-1,4-benzodioxan-6-carbaldehyde), [OH-].[Na+] (sodium hydroxide), S(=O)([O-])[O-].[Na+].[Na+] (sodium sulfite). The reagents and catalysts are [C].[Pd] (palladium-carbon). Solvent: O1CCCC1 (tetrahydrofuran). Reaction conditions: time 30 minute. Yields the product CC1=C(C=CC=2OCCOC21)C(=O)O (5-methyl-1,4-benzodioxan-6-carboxylic acid). The yield is 61.0%. As a reaction SMILES: [CH3:1][C:2]1[C:11]2[O:10][CH2:9][CH2:8][O:7][C:6]=2[CH:5]=[CH:4][C:3]=1[CH:12]=[O:13].[OH-].[Na+].S([O-])([O-])=[O:17].[Na+].[Na+]>O1CCCC1.[C].[Pd]>[CH3:1][C:2]1[C:11]2[O:10][CH2:9][CH2:8][O:7][C:6]=2[CH:5]=[CH:4][C:3]=1[C:12]([OH:17])=[O:13] |f:1.2,3.4.5,7.8|. Procedure details: In 5 ml of tetrahydrofuran was dissolved 0.8 g of 5-methyl-1,4-benzodioxan-6-carbaldehyde, then 27 ml of a 1% sodium hydroxide aqueous solution was added dropwise to the solution and further 0.5 g of a 10% palladium-carbon was added thereto, and the mixture was refluxed under heating for 1.5 days. The mixture was cooled to room temperature, 10 ml of a 10% sodium sulfite aqueous solution was added thereto and after stirring for 30 minutes, the mixture was filtered and the tetrahydrofuran was remo...